This data is from the Open Reaction Database (ORD), a public repository of structured organic reaction records. The task is: describe an organic reaction: reactants, conditions, products, and yield The product is CN(Cc1ccncc1)c1ccc([N+](=O)[O-])cc1. Reaction SMILES: [CH3:1][NH:2][c:3]1[cH:4][cH:5][c:6]([N+:9](=[O:10])[O-:11])[cH:7][cH:8]1.[Cl:15][CH2:16][c:17]1[cH:18][cH:19][n:20][cH:21][cH:22]1.[ClH:14].[H-:13].[Na+:12].[O:24]=[CH:25][N:26]([CH3:27])[CH3:28].[OH2:23]>>[CH3:1][N:2]([c:3]1[cH:4][cH:5][c:6]([N+:9](=[O:10])[O-:11])[cH:7][cH:8]1)[CH2:16][c:17]1[cH:18][cH:19][n:20][cH:21][cH:22]1. Starting materials: CNc1ccc([N+](=O)[O-])cc1, ClCc1ccncc1, Cl, [H-], [Na+], CN(C)C=O, O. The reactants are Cl.N1CCC1 (azetidine hydrochloride), C(C)(=O)OCC (ethyl acetate), [OH-].[Na+] (sodium hydroxide), BrCC(=O)OC(C)(C)C (tert-butyl bromoacetate). Run in O1CCCC1 (tetrahydrofuran), O (water), O (water). Conditions: time 10 minute. Yields the product N1(CCC1)CC(=O)OC(C)(C)C (tert-Butyl 2-(Azetidin-1-yl)acetate). RXN SMILES: Cl.[NH:2]1[CH2:5][CH2:4][CH2:3]1.[OH-].[Na+].Br[CH2:9][C:10]([O:12][C:13]([CH3:16])([CH3:15])[CH3:14])=[O:11].C(OCC)(=O)C>O1CCCC1.O>[N:2]1([CH2:9][C:10]([O:12][C:13]([CH3:16])([CH3:15])[CH3:14])=[O:11])[CH2:5][CH2:4][CH2:3]1 |f:0.1,2.3|. Reported procedure: A solution of azetidine hydrochloride (1 g, Aldrich) in a mixture of tetrahydrofuran (20 ml) and water (5 ml) was added with 2 N aqueous sodium hydroxide (10.7 ml) at 0° C., and then gradually added with tert-butyl bromoacetate (1.052 ml), and the mixture was stirred at the same temperature for 10 minutes, and further stirred at room temperature for 45 minutes. The reaction mixture was added with water and ethyl acetate, and the organic layer was separated. The aqueous layer was extracted three ... The reactants are COC(=O)CC(c1cccc(C#N)c1)n1cc(-c2ncnc3c2ccn3COCC[Si](C)(C)C)cn1, O=C([O-])[O-], CC(C)C[Al+]CC(C)C, CO, CCCCCC, ClCCl, [H-], [K+], [K+]. Product: C#CCC(c1cccc(C#N)c1)n1cc(-c2ncnc3c2ccn3COCC[Si](C)(C)C)cn1. Reaction SMILES: [C:11](#[N:12])[c:13]1[cH:14][c:15]([CH:19]([CH2:20][C:21]([O:22][CH3:23])=[O:24])[n:25]2[n:26][cH:27][c:28](-[c:30]3[c:31]4[c:32]([n:33][cH:34][n:35]3)[n:36]([CH2:39][O:40][CH2:41][CH2:42][Si:43]([CH3:44])([CH3:45])[CH3:46])[cH:37][cH:38]4)[cH:29]2)[cH:16][cH:17][cH:18]1.[C:52](=[O:53])([O-:54])[O-:55].[CH2:2]([Al+:3][CH2:4][CH:5]([CH3:6])[CH3:7])[CH:8]([CH3:9])[CH3:10].[CH3:50][OH:51].[CH3:58][CH2:59][CH2:60][CH2:61][CH2:62][CH3:63].[Cl:47][CH2:48][Cl:49].[H-:1].[K+:56].[K+:57]>>[CH:2]#[C:21][CH2:20][CH:19]([c:15]1[cH:14][c:13]([C:11]#[N:12])[cH:18][cH:17][cH:16]1)[n:25]1[n:26][cH:27][c:28](-[c:30]2[c:31]3[c:32]([n:33][cH:34][n:35]2)[n:36]([CH2:39][O:40][CH2:41][CH2:42][Si:43]([CH3:44])([CH3:45])[CH3:46])[cH:37][cH:38]3)[cH:29]1. Starting materials: N1C=NC(=C1)CCCOC1=CC=C(C=C1)C(C)=O ((4-(3-(1H-imidazol-4-yl)propyloxy)phenyl)ethanone), Cl.NNC(=O)N (semicarbazide hydrochloride). Product: N1C=NC(=C1)CCCOC1=CC=C(C=C1)C(C)=NNC(=O)N ((4-(3-(1H-Imidazol-4-yl)propyloxy)phenyl)ethanone semicarbazone). As a reaction SMILES: [NH:1]1[CH:5]=[C:4]([CH2:6][CH2:7][CH2:8][O:9][C:10]2[CH:15]=[CH:14][C:13]([C:16](=O)[CH3:17])=[CH:12][CH:11]=2)[N:3]=[CH:2]1.Cl.[NH2:20][NH:21][C:22]([NH2:24])=[O:23]>>[NH:1]1[CH:5]=[C:4]([CH2:6][CH2:7][CH2:8][O:9][C:10]2[CH:15]=[CH:14][C:13]([C:16](=[N:20][NH:21][C:22]([NH2:24])=[O:23])[CH3:17])=[CH:12][CH:11]=2)[N:3]=[CH:2]1 |f:1.2|. Procedure: 1.2 mmol of (4-(3-(1H-imidazol-4-yl)propyloxy)phenyl)ethanone (Example 58) and 2.4 mmol of semicarbazide hydrochloride are treated as described in Example 138. Starting materials: C[Si](C)(C)CCOCn1cnc2c(=O)[nH]c(N)nc21, CC(=O)O, O. Product: Nc1nc2c(ncn2COCCO)c(=O)[nH]1. Reaction SMILES: [CH3:1][Si:2]([CH2:3][CH2:4][O:5][CH2:6][n:7]1[c:8]2[n:9][c:10]([NH2:17])[nH:11][c:12](=[O:16])[c:13]2[n:14][cH:15]1)([CH3:18])[CH3:19].[CH3:21][C:22](=[O:23])[OH:24].[OH2:20]>>[CH2:3]([CH2:4][O:5][CH2:6][n:7]1[c:8]2[n:9][c:10]([NH2:17])[nH:11][c:12](=[O:16])[c:13]2[n:14][cH:15]1)[OH:20]. Reactants: N1=C(N=CC2=C1CNCC2)N[C@H](CO)C ((S)-2-(5,6,7,8-tetrahydropyrido[3,4-d]pyrimidin-2-ylamino)propan-1-ol), CCN(C(C)C)C(C)C (DIPEA), C1=CN(C=N1)C(=O)N2C=CN=C2 (CDI), ClC=1C=C(C=CC1Cl)C(CC(F)(F)F)N (1-(3,4-dichlorophenyl)-3,3,3-trifluoropropan-1-amine), CCN(C(C)C)C(C)C (DIPEA). Run in C(Cl)Cl (DCM), C(Cl)Cl (DCM), CN(C)C=O (DMF). Conditions: time 30 minute. The product is ClC=1C=C(C=CC1Cl)C(CC(F)(F)F)NC(=O)N1CC=2N=C(N=CC2CC1)N[C@H](CO)C (N-(1-(3,4-dichlorophenyl)-3,3,3-trifluoropropyl)-2-((S)-1-hydroxypropan-2-ylamino)-5,6-dihydropyrido[3,4-d]pyrimidine-7(8H)-carboxamide). As a reaction SMILES: C1N=CN([C:6](N2C=NC=C2)=[O:7])C=1.[Cl:13][C:14]1[CH:15]=[C:16]([CH:21]([NH2:27])[CH2:22][C:23]([F:26])([F:25])[F:24])[CH:17]=[CH:18][C:19]=1[Cl:20].CCN(C(C)C)C(C)C.[N:37]1[C:42]2[CH2:43][NH:44][CH2:45][CH2:46][C:41]=2[CH:40]=[N:39][C:38]=1[NH:47][C@@H:48]([CH3:51])[CH2:49][OH:50]>C(Cl)Cl.CN(C=O)C>[Cl:13][C:14]1[CH:15]=[C:16]([CH:21]([NH:27][C:6]([N:44]2[CH2:45][CH2:46][C:41]3[CH:40]=[N:39][C:38]([NH:47][C@@H:48]([CH3:51])[CH2:49][OH:50])=[N:37][C:42]=3[CH2:43]2)=[O:7])[CH2:22][C:23]([F:24])([F:25])[F:26])[CH:17]=[CH:18][C:19]=1[Cl:20]. Reported procedure: A 40 mL vial was charged with CDI (0.584 g, 3.60 mmol), 1-(3,4-dichlorophenyl)-3,3,3-trifluoropropan-1-amine (0.929 g, 3.60 mmol), DIPEA (1.88 mL, 10.8 mmol), DCM (7 mL) and DMF (2 mL). The mixture was stirred for 30 min then a solution of 138 (0.750 g, 3.60 mmol) and DIPEA (1.88 mL, 10.8 mmol) in DCM (3 mL) was added and the mixture stirred for 18 h. The reaction mixture was washed with brine (4 mL) and the organic phase isolated and concentrated. The residue was resuspended in EtOAc and washed...